describe an organic reaction: reactants, conditions, products, and yield From a dataset of the Open Reaction Database (ORD), a public repository of structured organic reaction records. The reactants are COC(CCC1=CC(=CC=C1)CNCC1=CC=C(C=C1)C=1C=NC=NC1)=O (3-{3-[(4-pyrimidin-5-yl-benzylamino)-methyl]-phenyl}-propionic acid methyl ester), Cl.N1=C(C=CC=C1)S(=O)(=O)Cl (pyridine-2-sulfonyl chloride hydrochloride). Run in C(C)N(CC)CC (triethylamine). Product: COC(CCC1=CC(=CC=C1)CN(CC1=CC=C(C=C1)C=1C=NC=NC1)S(=O)(=O)C1=NC=CC=C1)=O (3-(3-{[(Pvridine-2-sulfonyl)-(4-pyrimidin-5-yl-benzyl)-amino]-methyl}-phenyl)-propionic acid methyl ester). Reaction SMILES: [CH3:1][O:2][C:3](=[O:27])[CH2:4][CH2:5][C:6]1[CH:11]=[CH:10][CH:9]=[C:8]([CH2:12][NH:13][CH2:14][C:15]2[CH:20]=[CH:19][C:18]([C:21]3[CH:22]=[N:23][CH:24]=[N:25][CH:26]=3)=[CH:17][CH:16]=2)[CH:7]=1.Cl.[N:29]1[CH:34]=[CH:33][CH:32]=[CH:31][C:30]=1[S:35](Cl)(=[O:37])=[O:36]>C(N(CC)CC)C>[CH3:1][O:2][C:3](=[O:27])[CH2:4][CH2:5][C:6]1[CH:11]=[CH:10][CH:9]=[C:8]([CH2:12][N:13]([S:35]([C:30]2[CH:31]=[CH:32][CH:33]=[CH:34][N:29]=2)(=[O:37])=[O:36])[CH2:14][C:15]2[CH:20]=[CH:19][C:18]([C:21]3[CH:22]=[N:23][CH:24]=[N:25][CH:26]=3)=[CH:17][CH:16]=2)[CH:7]=1 |f:1.2|. Procedure: The title compound of Step A was prepared from 3-{3-[(4-pyrimidin-5-yl-benzylamino)-methyl]-phenyl}-propionic acid methyl ester, of Step A of Example 11t, and pyridine-2-sulfonyl chloride hydrochloride, of Preparation 47, following the method described in Example 1, Step B using triethylamine in place of N,N-diisopropylethylamine. 1H NMR (400 MHz, CDCl3) δ 9.20 (s, 1H), 8.90 (s, 2H), 8.70 (d, 1H), 7.99 (m, 1H), 7.89 (m, 1H), 7.49 (m, 1H), 7.42 (d, 2H), 7.29 (d, 2H), 7.10 (m, 1H), 7.01 (d, 1H), 6... The reactants are BrC=1N=C2C(=NC1)N(C=C2I)S(=O)(=O)C2=CC=C(C=C2)C (2-Bromo-7-iodo-5-(toluene-4-sulfonyl)-5H-pyrrolo[2,3-b]pyrazine), COC1=C(C=CC=C1)B(O)O (2-methoxyphenylboronic acid), aqueous solution, C([O-])(O)=O.[Na+] (sodium bicarbonate), C(C)#N (acetonitrile), C([O-])(O)=O.[Na+] (sodium bicarbonate). Reagents/catalysts: Cl[Pd-2](P(C1=CC=CC=C1)(C1=CC=CC=C1)C1=CC=CC=C1)(P(C1=CC=CC=C1)(C1=CC=CC=C1)C1=CC=CC=C1)Cl (dichlorobis(triphenylphosphino)palladium(II)). Solvent: C(C)(=O)OCC (ethyl acetate). Run at temperature 40 celsius, time 1 hour. The product is BrC=1N=C2C(=NC1)N(C=C2C2=C(C=CC=C2)OC)S(=O)(=O)C2=CC=C(C=C2)C (2-Bromo-7-(2-methoxy-phenyl)-5-(toluene-4-sulfonyl)-5H-pyrrolo[2,3-b]pyrazine). Isolated yield 34.0%. RXN SMILES: [Br:1][C:2]1[N:3]=[C:4]2[C:10](I)=[CH:9][N:8]([S:12]([C:15]3[CH:20]=[CH:19][C:18]([CH3:21])=[CH:17][CH:16]=3)(=[O:14])=[O:13])[C:5]2=[N:6][CH:7]=1.[CH3:22][O:23][C:24]1[CH:29]=[CH:28][CH:27]=[CH:26][C:25]=1B(O)O.C(#N)C.C(=O)(O)[O-].[Na+]>Cl[Pd-2](Cl)(P(C1C=CC=CC=1)(C1C=CC=CC=1)C1C=CC=CC=1)P(C1C=CC=CC=1)(C1C=CC=CC=1)C1C=CC=CC=1.C(OCC)(=O)C>[Br:1][C:2]1[N:3]=[C:4]2[C:10]([C:25]3[CH:26]=[CH:27][CH:28]=[CH:29][C:24]=3[O:23][CH3:22])=[CH:9][N:8]([S:12]([C:15]3[CH:20]=[CH:19][C:18]([CH3:21])=[CH:17][CH:16]=3)(=[O:14])=[O:13])[C:5]2=[N:6][CH:7]=1 |f:3.4|. Reported procedure: A 50-ml round bottom flask was charged with 2-Bromo-7-iodo-5-(toluene-4-sulfonyl)-5H-pyrrolo[2,3-b]pyrazine (423 mg, 0.885 mmol), 2-methoxyphenylboronic acid (148 mg (0.973 mmol) and dichlorobis(triphenylphosphino)palladium(II) (31 mg, 0.04 mmol). To this mixture was added acetonitrile (10 mL) and a 2 M aqueous solution of sodium bicarbonate (5 mL). The reaction mixture was stirred at 40° C. for 1 hour, then 55° C. for another hour. The crude reaction mixture was distributed between ethyl acetat... Product: N=C(N)Nc1nc(CCCCNc2[nH]ccc2[N+](=O)[O-])cs1. Starting materials: CS(=O)c1[nH]ccc1[N+](=O)[O-], Cl, Cl, N=C(N)Nc1nc(CCCCN)cs1. Reaction SMILES: [CH3:17][S:18](=[O:19])[c:20]1[nH:21][cH:22][cH:23][c:24]1[N+:25](=[O:26])[O-:27].[ClH:1].[ClH:2].[NH:3]([C:4](=[NH:5])[NH2:6])[c:7]1[s:8][cH:9][c:10]([CH2:12][CH2:13][CH2:14][CH2:15][NH2:16])[n:11]1>>[NH:3]([C:4](=[NH:5])[NH2:6])[c:7]1[s:8][cH:9][c:10]([CH2:12][CH2:13][CH2:14][CH2:15][NH:16][c:20]2[nH:21][cH:22][cH:23][c:24]2[N+:25](=[O:26])[O-:27])[n:11]1. Starting materials: CCOCC (ether), C (charcoal), FC=1C=C(C=C(C1)F)C(C(C)(C)N1COC(=C(C1=O)C1=CC=CC=C1)C)O (1-(3,5-difluorophenyl)-2-(2,3-dihydro-6-methyl-4-oxo-5-phenyl-4H-1,3-oxazin-3-yl)-2-methylpropan-1-ol), [Cr](=O)(=O)([O-])Cl.[NH+]1=CC=CC=C1 (pyridinium chlorochromate), ( 4A ). Run in ClCCl (dichloromethane), ClCCl (dichloromethane). Conditions: time 18 hour. Product: FC=1C=C(C=C(C1)F)C(C(C)(C)N1COC(=C(C1=O)C1=CC=CC=C1)C)=O (1-(3,5-difluorophenyl)-2-(2,3-dihydro-6-methyl-4-oxo-5-phenyl-4H-1,3-oxazin-3-yl)-2-methylpropan-1-one). The yield is 61.8%. Reaction SMILES: [F:1][C:2]1[CH:3]=[C:4]([CH:9]([OH:27])[C:10]([N:13]2[C:18](=[O:19])[C:17]([C:20]3[CH:25]=[CH:24][CH:23]=[CH:22][CH:21]=3)=[C:16]([CH3:26])[O:15][CH2:14]2)([CH3:12])[CH3:11])[CH:5]=[C:6]([F:8])[CH:7]=1.[Cr](Cl)([O-])(=O)=O.[NH+]1C=CC=CC=1.CCOCC.C>ClCCl>[F:1][C:2]1[CH:3]=[C:4]([C:9](=[O:27])[C:10]([N:13]2[C:18](=[O:19])[C:17]([C:20]3[CH:25]=[CH:24][CH:23]=[CH:22][CH:21]=3)=[C:16]([CH3:26])[O:15][CH2:14]2)([CH3:12])[CH3:11])[CH:5]=[C:6]([F:8])[CH:7]=1 |f:1.2|. Procedure: A solution of 1-(3,5-difluorophenyl)-2-(2,3-dihydro-6-methyl-4-oxo-5-phenyl-4H-1,3-oxazin-3-yl)-2-methylpropan-1-ol (0.96 g) in dichloromethane was added to a stirred mixture of pyridinium chlorochromate (0.83 g) and powdered molecular sieve (4A) in dichloromethane at 20° C. After 18 hours, ether and charcoal were added, the mixture filtered through hyflo and evaporated to give 1-(3,5-difluorophenyl)-2-(2,3-dihydro-6-methyl-4-oxo-5-phenyl-4H-1,3-oxazin-3-yl)-2-methylpropan-1-one (0.59 g) as a be...